From a dataset of the Open Reaction Database (ORD), a public repository of structured organic reaction records. describe an organic reaction: reactants, conditions, products, and yield The reactants are mixture, 3-(1,1-methylene-5-acetoxypentyl)-6β-[3α-(2-tetrahydropyranyloxy)-5(R),9-dimethyl-1,8-decadienyl]-7α-(2-tetrahydropyranyloxy)bicyclo[3.3.0]oct-2-ene, CCC=CCCCC (oct-3-ene), C([O-])([O-])=O.[K+].[K+] (potassium carbonate). The solvent is O (water), CO (methanol). Run at time 2.5 hour. Product: CC=CCCCCC (oct-2-ene), CCC=CCCCC (oct-3-ene). As a reaction SMILES: [CH3:1][CH2:2][CH:3]=[CH:4][CH2:5][CH2:6][CH2:7][CH3:8].C(=O)([O-])[O-].[K+].[K+]>CO.O>[CH3:1][CH:2]=[CH:3][CH2:4][CH2:5][CH2:6][CH2:7][CH3:8].[CH3:1][CH2:2][CH:3]=[CH:4][CH2:5][CH2:6][CH2:7][CH3:8] |f:1.2.3|. Reported procedure: 1.25 g of the mixture of 3-(1,1-methylene-5-acetoxypentyl)-6β-[3α-(2-tetrahydropyranyloxy)-5(R),9-dimethyl-1,8-decadienyl]-7α-(2-tetrahydropyranyloxy)bicyclo[3.3.0]oct-2-ene and its oct-3-ene isomer (prepared as described in Example 8) was dissolved in 30 ml of methanol. 0.25 g of anhydrous potassium carbonate was added to the mixture, and the mixture was stirred for 2.5 hours at room temperature. The reaction mixture was then diluted with 150 ml of water, and the solution was extracted with eth... Reaction SMILES: [Cl:1][c:2]1[c:3]([C:4](=[O:5])[OH:6])[cH:7][c:8]([F:12])[c:9]([CH3:11])[cH:10]1.[K+:13].[O-:14][N+:15]([O-:16])=[O:17].[S:18](=[O:19])(=[O:20])([OH:21])[OH:22]>>[Cl:1][c:2]1[c:3]([C:4](=[O:5])[OH:6])[cH:7][c:8]([F:12])[c:9]([CH3:11])[c:10]1[N+:15](=[O:14])[O-:16]. The reactants are Cc1cc(Cl)c(C(=O)O)cc1F, [K+], O=[N+]([O-])[O-], O=S(=O)(O)O. The product is Cc1c(F)cc(C(=O)O)c(Cl)c1[N+](=O)[O-]. Starting materials: CC(C)(C)OC(=O)N1CCN(S(=O)(=O)c2ccc3cc(Cl)ccc3c2)CC1CCO, CC(C)(C)[Si](Cl)(c1ccccc1)c1ccccc1, CN(C)C=O, c1c[nH]cn1. The product is CC(C)(C)OC(=O)N1CCN(S(=O)(=O)c2ccc3cc(Cl)ccc3c2)CC1CCO[Si](c1ccccc1)(c1ccccc1)C(C)(C)C. As a reaction SMILES: [C:1]([CH3:2])([CH3:3])([CH3:4])[O:5][C:6](=[O:7])[N:8]1[CH:9]([CH2:28][CH2:29][OH:30])[CH2:10][N:11]([S:14](=[O:15])(=[O:16])[c:17]2[cH:18][c:19]3[cH:20][cH:21][c:22]([Cl:27])[cH:23][c:24]3[cH:25][cH:26]2)[CH2:12][CH2:13]1.[C:36]([CH3:37])([CH3:38])([CH3:39])[Si:40]([c:41]1[cH:42][cH:43][cH:44][cH:45][cH:46]1)([c:47]1[cH:48][cH:49][cH:50][cH:51][cH:52]1)[Cl:53].[CH3:54][N:55]([CH3:56])[CH:57]=[O:58].[nH:31]1[cH:32][cH:33][n:34][cH:35]1>>[C:1]([CH3:2])([CH3:3])([CH3:4])[O:5][C:6](=[O:7])[N:8]1[CH:9]([CH2:28][CH2:29][O:30][Si:40]([C:36]([CH3:37])([CH3:38])[CH3:39])([c:41]2[cH:42][cH:43][cH:44][cH:45][cH:46]2)[c:47]2[cH:48][cH:49][cH:50][cH:51][cH:52]2)[CH2:10][N:11]([S:14](=[O:15])(=[O:16])[c:17]2[cH:18][c:19]3[cH:20][cH:21][c:22]([Cl:27])[cH:23][c:24]3[cH:25][cH:26]2)[CH2:12][CH2:13]1. The reactants are CC1(COC1)CO (3-Methyl-3-oxetane methanol), CC(=C)C1=CC(=CC=C1)C(C)(C)N=C=O (m-TMI). Conditions: temperature 65 celsius. Product: CC1OCC1.C(N)(O)=O.C=CC1=CC=CC=C1 (Styrene Carbamate Methyl Oxetane). Reaction SMILES: C[C:2]1(CO)[CH2:5][O:4][CH2:3]1.[CH3:8][C:9]([C:11]1[CH:16]=[CH:15][CH:14]=[C:13](C([N:20]=[C:21]=[O:22])(C)C)[CH:12]=1)=C>>[CH3:8][CH:3]1[CH2:2][CH2:5][O:4]1.[C:21](=[O:22])([OH:4])[NH2:20].[CH2:8]=[CH:9][C:11]1[CH:16]=[CH:15][CH:14]=[CH:13][CH:12]=1 |f:2.3.4|. Procedure: 3-Methyl-3-oxetane methanol (20.00 g, 0.1958 mole) and m-TMI (39.49 g, 0.1958 mole) were combined in a 250-ml four-neck round bottom flask equipped with a condenser, mechanical mixer, thermometer, nitrogen purge and oil bath. The reaction was placed under nitrogen with stirring and heated to 65° C. in the oil bath. A single drop of dibutyltin dilaurate was added and within 5 hours the reaction was complete based on depletion of the FT-IR isocyanate peak (2254 cm−1). The product was then removed ...